Dataset: the Open Reaction Database (ORD), a public repository of structured organic reaction records. Task: describe an organic reaction: reactants, conditions, products, and yield The reactants are CCOC(=O)C(F)=CC1C(C(=O)[O-])C1(C)C, CCOC(=O)C(F)=CC1C(C(=O)O)C1(C)C. Product: CC1(C)C(C=C(F)C(=O)O)C1C(=O)[O-], CCOC(=O)C(F)=CC1C(C(=O)O)C1(C)C. As a reaction SMILES: [CH3:17][C:18]1([CH3:32])[CH:19]([C:29](=[O:30])[O-:31])[CH:20]1[CH:21]=[C:22]([C:23]([O:24][CH2:25][CH3:26])=[O:27])[F:28].[CH3:1][C:2]1([CH3:16])[CH:3]([C:13](=[O:14])[OH:15])[CH:4]1[CH:5]=[C:6]([C:7]([O:8][CH2:9][CH3:10])=[O:11])[F:12]>>[CH3:17][C:18]1([CH3:32])[CH:19]([C:29](=[O:30])[O-:31])[CH:20]1[CH:21]=[C:22]([C:23](=[O:24])[OH:27])[F:28].[CH3:1][C:2]1([CH3:16])[CH:3]([C:13](=[O:14])[OH:15])[CH:4]1[CH:5]=[C:6]([C:7]([O:8][CH2:9][CH3:10])=[O:11])[F:12].